Dataset: the Open Reaction Database (ORD), a public repository of structured organic reaction records. Task: describe an organic reaction: reactants, conditions, products, and yield Reactants: [Al+3], [Al+3], C1CCOC1, Cc1ccc2c(c1OC(C)C)CC(C1CCN(CCc3ccccc3)CC1)OC2CNC=O, [Cl-], [Cl-], [Cl-], [H-], [H-], [H-], [H-], [Li+]. Yields the product CNCC1OC(C2CCN(CCc3ccccc3)CC2)Cc2c1ccc(C)c2OC(C)C. As a reaction SMILES: [Al+3:2].[Al+3:8].[CH2:44]1[O:45][CH2:46][CH2:47][CH2:48]1.[CH:11]([CH3:12])([CH3:13])[O:14][c:15]1[c:16]2[c:21]([cH:22][cH:23][c:24]1[CH3:25])[CH:20]([CH2:26][NH:27][CH:28]=[O:29])[O:19][CH:18]([CH:30]1[CH2:31][CH2:32][N:33]([CH2:36][CH2:37][c:38]3[cH:39][cH:40][cH:41][cH:42][cH:43]3)[CH2:34][CH2:35]1)[CH2:17]2.[Cl-:10].[Cl-:7].[Cl-:9].[H-:1].[H-:4].[H-:5].[H-:6].[Li+:3]>>[CH:11]([CH3:12])([CH3:13])[O:14][c:15]1[c:16]2[c:21]([cH:22][cH:23][c:24]1[CH3:25])[CH:20]([CH2:26][NH:27][CH3:28])[O:19][CH:18]([CH:30]1[CH2:31][CH2:32][N:33]([CH2:36][CH2:37][c:38]3[cH:39][cH:40][cH:41][cH:42][cH:43]3)[CH2:34][CH2:35]1)[CH2:17]2. The reactants are CN(C)CCCl, O=C1Nc2ccc(Cl)cc2C12CCCC2. Product: CN(C)CCN1C(=O)C2(CCCC2)c2cc(Cl)ccc21. RXN SMILES: [CH3:16][N:17]([CH2:18][CH2:19][Cl:20])[CH3:21].[Cl:1][c:2]1[cH:3][c:4]2[c:5]([cH:6][cH:7]1)[NH:8][C:9](=[O:15])[C:10]21[CH2:11][CH2:12][CH2:13][CH2:14]1>>[Cl:1][c:2]1[cH:3][c:4]2[c:5]([cH:6][cH:7]1)[N:8]([CH2:19][CH2:18][N:17]([CH3:16])[CH3:21])[C:9](=[O:15])[C:10]21[CH2:11][CH2:12][CH2:13][CH2:14]1. Starting materials: O=C(c1ncc[nH]1)c1ncc[nH]1, O=C=O, O=C(O)C12CC3CC(CC1C3)C2, ClC(Cl)Cl, OCCN1CCN(c2ncccn2)CC1. Yields the product O=C(OCCN1CCN(c2ncccn2)CC1)C12CC3CC(CC1C3)C2. RXN SMILES: [C:13]([c:14]1[nH:15][cH:16][cH:17][n:18]1)([c:19]1[nH:20][cH:21][cH:22][n:23]1)=[O:24].[C:25](=[O:26])=[O:27].[CH2:1]1[CH:2]2[CH2:3][C:4]3([C:10](=[O:11])[OH:12])[CH2:5][CH:6]([CH2:7][CH:8]13)[CH2:9]2.[CH:43]([Cl:44])([Cl:45])[Cl:46].[n:28]1[c:29]([N:34]2[CH2:35][CH2:36][N:37]([CH2:40][CH2:41][OH:42])[CH2:38][CH2:39]2)[n:30][cH:31][cH:32][cH:33]1>>[CH2:1]1[CH:2]2[CH2:3][C:4]3([C:10]([O:11][CH2:41][CH2:40][N:37]4[CH2:36][CH2:35][N:34]([c:29]5[n:28][cH:33][cH:32][cH:31][n:30]5)[CH2:39][CH2:38]4)=[O:12])[CH2:5][CH:6]([CH2:7][CH:8]13)[CH2:9]2. Reactants: CC1=CC=CC=2C(CCSC21)=O (8-methyl-2,3-dihydro-4H-1-benzothiopyran-4-one), [N-]=[N+]=[N-].[Na+] (NaN3), OS(=O)(=O)O (H2SO4). Solvent: CC(=O)O (AcOH). Reaction conditions: temperature 50 celsius. Yields the product CC1=CC=CC=2NC(CCSC21)=O (9-methyl-2,3-dihydro-1,5-benzothiazepin-4(5H)-one). Reaction SMILES: [CH3:1][C:2]1[C:11]2[S:10][CH2:9][CH2:8][C:7](=[O:12])[C:6]=2[CH:5]=[CH:4][CH:3]=1.[N-:13]=[N+]=[N-].[Na+].OS(O)(=O)=O>CC(O)=O>[CH3:1][C:2]1[C:11]2[S:10][CH2:9][CH2:8][C:7](=[O:12])[NH:13][C:6]=2[CH:5]=[CH:4][CH:3]=1 |f:1.2|. Procedure details: To a solution of 8-methyl-2,3-dihydro-4H-1-benzothiopyran-4-one (2.24 g, 12.6 mmol) and NaN3 (1.64 g, 25.2 mmol) in AcOH (7.6 mL) was added dropwise at 50° C. conc. H2SO4 (1.9 mL). The reaction was maintained at 50° C. for 2 h and poured onto ice chips. The solid was collected by vacuum filtration and dried under vacuum at 23° C. This crude sample was a mixture of starting material, desired product and regioisomeric product with a ratio of 1:11:7 (by 1H NMR). Purification of the crude solid by c... Starting materials: C1CCOC1, CNC, Cc1cc(Cl)ccc1NC(=O)Nc1cn(Cc2ccc(C(F)(F)F)cc2)c(C(=O)NCCCl)n1, [I-], [Na+]. Yields the product Cc1cc(Cl)ccc1NC(=O)Nc1cn(Cc2ccc(C(F)(F)F)cc2)c(C(=O)NCCN(C)C)n1. Reaction SMILES: [CH2:40]1[O:41][CH2:42][CH2:43][CH2:44]1.[CH3:37][NH:38][CH3:39].[Cl:1][CH2:2][CH2:3][NH:4][C:5](=[O:6])[c:7]1[n:8]([CH2:24][c:25]2[cH:26][cH:27][c:28]([C:31]([F:32])([F:33])[F:34])[cH:29][cH:30]2)[cH:9][c:10]([NH:12][C:13](=[O:14])[NH:15][c:16]2[c:17]([CH3:23])[cH:18][c:19]([Cl:22])[cH:20][cH:21]2)[n:11]1.[I-:36].[Na+:35]>>[CH2:2]([CH2:3][NH:4][C:5](=[O:6])[c:7]1[n:8]([CH2:24][c:25]2[cH:26][cH:27][c:28]([C:31]([F:32])([F:33])[F:34])[cH:29][cH:30]2)[cH:9][c:10]([NH:12][C:13](=[O:14])[NH:15][c:16]2[c:17]([CH3:23])[cH:18][c:19]([Cl:22])[cH:20][cH:21]2)[n:11]1)[N:38]([CH3:37])[CH3:39].